Dataset: the Open Reaction Database (ORD), a public repository of structured organic reaction records. Task: describe an organic reaction: reactants, conditions, products, and yield Starting materials: ClC1=CC=C(S1)C=1N=C(SC1)N (4-(5-chloro-2-thienyl)-1,3-thiazol-2-amine), ClC1=C(C(=CC(=C1)Cl)Cl)S(=O)(=O)Cl (2,4,6-trichlorobenzenesulfonyl chloride). Product: ClC1=C(C(=CC(=C1)Cl)Cl)S(=O)(=O)NC=1SC=C(N1)C=1SC(=CC1)Cl (2,4,6-Trichloro-N-[4-(5-chloro-2-thienyl)-1,3-thiazol-2-yl]benzenesulfonamide), solid. As a reaction SMILES: [Cl:1][C:2]1[S:6][C:5]([C:7]2[N:8]=[C:9]([NH2:12])[S:10][CH:11]=2)=[CH:4][CH:3]=1.[Cl:13][C:14]1[CH:19]=[C:18]([Cl:20])[CH:17]=[C:16]([Cl:21])[C:15]=1[S:22](Cl)(=[O:24])=[O:23]>>[Cl:13][C:14]1[CH:19]=[C:18]([Cl:20])[CH:17]=[C:16]([Cl:21])[C:15]=1[S:22]([NH:12][C:9]1[S:10][CH:11]=[C:7]([C:5]2[S:6][C:2]([Cl:1])=[CH:3][CH:4]=2)[N:8]=1)(=[O:24])=[O:23]. Reported procedure: The title compound was prepared from 4-(5-chloro-2-thienyl)-1,3-thiazol-2-amine and 2,4,6-trichlorobenzenesulfonyl chloride as described in the synthetic METHOD B to give a yellow solid (24.0 mg) with purity >90%. MS (pos) m/z 461.0, 463.0. Starting materials: C(C1=CC=CC=C1)OC1=C(C=CC(=C1)OCC1=CC=CC=C1)CCC(=O)O (3-(2,4-dibenzyloxyphenyl) propionic acid), C(C)(C)(C)OC(=O)N[C@@H](CC(N)=O)C(=O)N1CCN(CC1)C (1-(N-tert-butoxycarbonyl-L-asparaginyl)-4-methylpiperazine), Example 12 ( i ). The product is C(C1=CC=CC=C1)OC1=C(C=CC(=C1)OCC1=CC=CC=C1)CCC(=O)N[C@@H](CC(N)=O)C(=O)N1CCN(CC1)C (1-[3-(2,4-dibenzyloxyphenyl) propionyl-L-asparaginyl]-4-methylpiperazine). Yield: 0.1%. RXN SMILES: [CH2:1]([O:8][C:9]1[CH:14]=[C:13]([O:15][CH2:16][C:17]2[CH:22]=[CH:21][CH:20]=[CH:19][CH:18]=2)[CH:12]=[CH:11][C:10]=1[CH2:23][CH2:24][C:25](O)=[O:26])[C:2]1[CH:7]=[CH:6][CH:5]=[CH:4][CH:3]=1.C(OC([NH:35][C@H:36]([C:41]([N:43]1[CH2:48][CH2:47][N:46]([CH3:49])[CH2:45][CH2:44]1)=[O:42])[CH2:37][C:38](=[O:40])[NH2:39])=O)(C)(C)C>>[CH2:1]([O:8][C:9]1[CH:14]=[C:13]([O:15][CH2:16][C:17]2[CH:18]=[CH:19][CH:20]=[CH:21][CH:22]=2)[CH:12]=[CH:11][C:10]=1[CH2:23][CH2:24][C:25]([NH:35][C@H:36]([C:41]([N:43]1[CH2:44][CH2:45][N:46]([CH3:49])[CH2:47][CH2:48]1)=[O:42])[CH2:37][C:38](=[O:40])[NH2:39])=[O:26])[C:2]1[CH:3]=[CH:4][CH:5]=[CH:6][CH:7]=1. Reported procedure: Condensation of 3-(2,4-dibenzyloxyphenyl) propionic acid (961 mg) and 1-(N-tert-butoxycarbonyl-L-asparaginyl)-4-methylpiperazine (1.0 g) was carried out in the same manner as in Example 12 (i) to obtain colorless crystalline 1-[3-(2,4-dibenzyloxyphenyl) propionyl-L-asparaginyl]-4-methylpiperazine (1.39 mg). Melting point: 121°-123° C. Reactants: C1(=CC=CC=C1)OC1=CC=CC=C1 (diphenyl ether), Grignard reagent, C(#N)C1=CC=C(N1C)CC(=O)O (5-cyano-1-methylpyrrole-2-acetic acid), [Mg] (magnesium), BrC1=CC=C(C=C1)C (4-bromotoluene). Solvent: O1CCCC1 (tetrahydrofuran), O1CCCC1 (tetrahydrofuran). Conditions: temperature 110 celsius. Yields the product CN1C(=CC=C1C(=O)C1=CC=C(C=C1)C)CC(=O)O (1-methyl-5-p-toluoyl-pyrrole-2-acetic acid). Yield: 86.0%. As a reaction SMILES: [Mg].Br[C:3]1[CH:8]=[CH:7][C:6]([CH3:9])=[CH:5][CH:4]=1.[C:10]([C:12]1[N:16]([CH3:17])[C:15]([CH2:18][C:19]([OH:21])=[O:20])=[CH:14][CH:13]=1)#N.C1([O:28]C2C=CC=CC=2)C=CC=CC=1>O1CCCC1>[CH3:17][N:16]1[C:12]([C:10]([C:3]2[CH:8]=[CH:7][C:6]([CH3:9])=[CH:5][CH:4]=2)=[O:28])=[CH:13][CH:14]=[C:15]1[CH2:18][C:19]([OH:21])=[O:20]. Procedure: To a solution of the Grignard reagent prepared from 0.71 g. (31 mmol) of magnesium and 5.3 g. (31 mmol) of 4-bromotoluene in 20 ml. of anhydrous tetrahydrofuran was added under an atmosphere of nitrogen a solution of 0.98 g. (6.0 mmol) of 5-cyano-1-methylpyrrole-2-acetic acid in 5 ml. of tetrahydrofuran. After the resulting yellow suspension was heated to the boiling point, 20 g. of diphenyl ether was added, and tetrahydrofuran was distilled from the reaction mixture until the temperature reache...